Dataset: the Open Reaction Database (ORD), a public repository of structured organic reaction records. Task: describe an organic reaction: reactants, conditions, products, and yield RXN SMILES: Cl.[O:2]1[C:6]2[CH:7]=[CH:8][CH:9]=[C:10]([CH:11]3[CH2:16][CH2:15][N:14]([CH2:17][CH2:18][C@H:19]4[CH2:24][CH2:23][C@H:22]([NH2:25])[CH2:21][CH2:20]4)[CH2:13][CH2:12]3)[C:5]=2[O:4][CH2:3]1.[O:26]1[CH2:31][CH2:30][CH:29]([C:32](O)=[O:33])[CH2:28][CH2:27]1>>[O:2]1[C:6]2[CH:7]=[CH:8][CH:9]=[C:10]([CH:11]3[CH2:16][CH2:15][N:14]([CH2:17][CH2:18][C@H:19]4[CH2:20][CH2:21][C@H:22]([NH:25][C:32]([CH:29]5[CH2:30][CH2:31][O:26][CH2:27][CH2:28]5)=[O:33])[CH2:23][CH2:24]4)[CH2:13][CH2:12]3)[C:5]=2[O:4][CH2:3]1 |f:0.1|. Procedure details: The title compound, white solid (22.3 mg, 74%), MS (ISP) m/z=443.3 [(M+H)+], was prepared in accordance with the general method of example 1 from Trans-4-[2-(4-Benzo[1,3]dioxol-4-yl-piperidin-1-yl)-ethyl]-cyclohexylamine hydrochloride (intermediate A) (25 mg, 0.0681 mmol) and tetrahydro-2H-pyran-4-carboxylic acid. Yields the product O1COC2=C1C=CC=C2C2CCN(CC2)CC[C@@H]2CC[C@H](CC2)NC(=O)C2CCOCC2 (Tetrahydro-pyran-4-carboxylic acid-trans-{4-[2-(4-benzo[1,3]dioxol-4-yl-piperidin-1-yl)-ethyl]-cyclohexyl}-amide). Reactants: solid, Cl.O1COC2=C1C=CC=C2C2CCN(CC2)CC[C@@H]2CC[C@H](CC2)N (Trans-4-[2-(4-Benzo[1,3]dioxol-4-yl-piperidin-1-yl)-ethyl]-cyclohexylamine hydrochloride), Cl.O1COC2=C1C=CC=C2C2CCN(CC2)CC[C@@H]2CC[C@H](CC2)N (Trans-4-[2-(4-Benzo[1,3]dioxol-4-yl-piperidin-1-yl)-ethyl]-cyclohexylamine hydrochloride), O1CCC(CC1)C(=O)O (tetrahydro-2H-pyran-4-carboxylic acid). Starting materials: FC1=CC=C(C=C1)C1=NOC(=C1COC=1C=CC(=NC1)C(=O)O)CO (5-[3-(4-fluoro-phenyl)-5-hydroxymethyl-isoxazol-4-ylmethoxy]-pyridine-2-carboxylic acid), C(C)(C)(C)N (tert-butylamine). Product: C(C)(C)(C)NC(=O)C1=NC=C(C=C1)OCC=1C(=NOC1CO)C1=CC=C(C=C1)F (5-[3-(4-Fluoro-phenyl)-5-hydroxymethyl-isoxazol-4-ylmethoxy]-pyridine-2-carboxylic acid tert-butylamide). Isolated yield 51.0%. Reaction SMILES: [F:1][C:2]1[CH:7]=[CH:6][C:5]([C:8]2[C:12]([CH2:13][O:14][C:15]3[CH:16]=[CH:17][C:18]([C:21](O)=[O:22])=[N:19][CH:20]=3)=[C:11]([CH2:24][OH:25])[O:10][N:9]=2)=[CH:4][CH:3]=1.[C:26]([NH2:30])([CH3:29])([CH3:28])[CH3:27]>>[C:26]([NH:30][C:21]([C:18]1[CH:17]=[CH:16][C:15]([O:14][CH2:13][C:12]2[C:8]([C:5]3[CH:6]=[CH:7][C:2]([F:1])=[CH:3][CH:4]=3)=[N:9][O:10][C:11]=2[CH2:24][OH:25])=[CH:20][N:19]=1)=[O:22])([CH3:29])([CH3:28])[CH3:27]. Reported procedure: As described for example 34b, 5-[3-(4-fluoro-phenyl)-5-hydroxymethyl-isoxazol-4-ylmethoxy]-pyridine-2-carboxylic acid (75 mg, 0.22 mmol) was converted, using tert-butylamine instead of S-(+)-1-amino-2-propanol, to the title compound (45 mg, 51%), which was obtained as a colourless gum. MS: m/e=400.2 [M+H]+.